This data is from the Open Reaction Database (ORD), a public repository of structured organic reaction records. The task is: describe an organic reaction: reactants, conditions, products, and yield Reactants: ClCCl, COc1cc(C(=O)Cl)ccc1OCc1ccccc1, Cc1ccc(NC(=O)c2cccc(N(C)C)c2)cc1N. Yields the product COc1cc(C(=O)Nc2cc(NC(=O)c3cccc(N(C)C)c3)ccc2C)ccc1OCc1ccccc1. Reaction SMILES: [CH2:40]([Cl:41])[Cl:42].[CH3:1][O:2][c:3]1[cH:4][c:5]([C:6](=[O:7])[Cl:8])[cH:9][cH:10][c:11]1[O:12][CH2:13][c:14]1[cH:15][cH:16][cH:17][cH:18][cH:19]1.[NH2:20][c:21]1[cH:22][c:23]([NH:28][C:29]([c:30]2[cH:31][c:32]([N:36]([CH3:37])[CH3:38])[cH:33][cH:34][cH:35]2)=[O:39])[cH:24][cH:25][c:26]1[CH3:27]>>[CH3:1][O:2][c:3]1[cH:4][c:5]([C:6](=[O:7])[NH:20][c:21]2[cH:22][c:23]([NH:28][C:29]([c:30]3[cH:31][c:32]([N:36]([CH3:37])[CH3:38])[cH:33][cH:34][cH:35]3)=[O:39])[cH:24][cH:25][c:26]2[CH3:27])[cH:9][cH:10][c:11]1[O:12][CH2:13][c:14]1[cH:15][cH:16][cH:17][cH:18][cH:19]1. Product: C#Cc1ccc(C(=O)NC(C)(C)C(=O)Nc2ccc(N3CCOCC3=O)c(C)c2)s1. RXN SMILES: [CH2:39]([N+:40]([CH2:41][CH2:42][CH2:43][CH3:44])([CH2:45][CH2:46][CH2:47][CH3:48])[CH2:49][CH2:50][CH2:51][CH3:52])[CH2:53][CH2:54][CH3:55].[CH2:56]([Cl:57])[Cl:58].[CH3:1][Si:2]([C:3]#[C:4][c:5]1[cH:6][cH:7][c:8]([C:10](=[O:11])[NH:12][C:13]([CH3:14])([C:15]([NH:16][c:17]2[cH:18][c:19]([CH3:30])[c:20]([N:23]3[C:24](=[O:29])[CH2:25][O:26][CH2:27][CH2:28]3)[cH:21][cH:22]2)=[O:31])[CH3:32])[s:9]1)([CH3:33])[CH3:34].[F-:38].[OH2:35].[OH2:36].[OH2:37]>>[CH:3]#[C:4][c:5]1[cH:6][cH:7][c:8]([C:10](=[O:11])[NH:12][C:13]([CH3:14])([C:15]([NH:16][c:17]2[cH:18][c:19]([CH3:30])[c:20]([N:23]3[C:24](=[O:29])[CH2:25][O:26][CH2:27][CH2:28]3)[cH:21][cH:22]2)=[O:31])[CH3:32])[s:9]1. The reactants are CCCC[N+](CCCC)(CCCC)CCCC, ClCCl, Cc1cc(NC(=O)C(C)(C)NC(=O)c2ccc(C#C[Si](C)(C)C)s2)ccc1N1CCOCC1=O, [F-], O, O, O. The reactants are O1CCCC1 (tetrahydrofuran), O (water), C(#N)C=1C=CC2=C(C(=C(O2)C(=O)OC)C)C1 (methyl 5-cyano-3-methyl-1-benzofuran-2-carboxylate), O.[OH-].[Li+] (lithium hydroxide monohydrate). Run in CO (methanol). Conditions: time 8 hour. Yields the product C(#N)C=1C=CC2=C(C(=C(O2)C(=O)O)C)C1 (5-cyano-3-methyl-1-benzofuran-2-carboxylic acid). The yield is 91.2%. RXN SMILES: [C:1]([C:3]1[CH:4]=[CH:5][C:6]2[O:10][C:9]([C:11]([O:13]C)=[O:12])=[C:8]([CH3:15])[C:7]=2[CH:16]=1)#[N:2].O1CCCC1.O.O.[OH-].[Li+]>CO>[C:1]([C:3]1[CH:4]=[CH:5][C:6]2[O:10][C:9]([C:11]([OH:13])=[O:12])=[C:8]([CH3:15])[C:7]=2[CH:16]=1)#[N:2] |f:3.4.5|. Procedure: To a mixture of methyl 5-cyano-3-methyl-1-benzofuran-2-carboxylate (4.20 g) synthesized above, tetrahydrofuran (80 mL), water (20 mL) and methanol (20 mL) was added lithium hydroxide monohydrate (1.64 g), and the mixture was stirred overnight at room temperature, and concentrated under reduced pressure. 1N Hydrochloric acid was added to the residue, and the mixture was extracted with ethyl acetate. The extract was washed with saturated brine, dried over magnesium sulfate, and concentrated under ...